Dataset: the Open Reaction Database (ORD), a public repository of structured organic reaction records. Task: describe an organic reaction: reactants, conditions, products, and yield Reactants: Ru(OCOCH3)2((R)-dm-binap), C(C)(=O)O (acetic acid), C(CC(=O)C)(=O)OC (methyl acetoacetate), C(C1=CC=CC=C1)N (benzylamine). The solvent is CO (methanol). Reaction conditions: temperature 80 celsius, time 3 hour. The product is C(C1=CC=CC=C1)NC(CC(=O)OC)C (methyl (−)-3-(benzylamino)butanoate). The yield is 15.8%. RXN SMILES: [C:1]([O:7][CH3:8])(=[O:6])[CH2:2][C:3]([CH3:5])=O.[CH2:9]([NH2:16])[C:10]1[CH:15]=[CH:14][CH:13]=[CH:12][CH:11]=1.C(O)(=O)C>CO>[CH2:9]([NH:16][CH:3]([CH3:5])[CH2:2][C:1]([O:7][CH3:8])=[O:6])[C:10]1[CH:15]=[CH:14][CH:13]=[CH:12][CH:11]=1. Procedure details: Ru(OCOCH3)2((R)-dm-binap)(20.5 mg, 0.0215 mmol), methyl acetoacetate (500 mg, 4.305 mmol), benzylamine (461 mg, 4.305 mmol) and methanol (2.5 mL) were placed in a 2.5 mL-stainless autoclave under atmosphere of nitrogen, and the mixture was stirred at 80° C. for 3 hours. The reaction mixture was cooled down to room temperature, and acetic acid (259 mg, 4.305 mmol) was added thereto. The mixture was further stirred under a hydrogen pressure of 3 MPa at 80° C. for 15 hours. After completion of the ... Starting materials: Cl (HCl), COC1=CC=C(C=N1)NC1=NC=C(C=O)C=C1C1=C2N=CN(C2=NC(=N1)C)C1OCCCC1 (6-(6-Methoxypyridin-3-ylamino)-5-(2-methyl-9-(tetrahydro-2H-pyran-2-yl)-9H-purin-6-yl)nicotinaldehyde), C(=O)(C(F)(F)F)O (TFA), [BH4-].[Na+] (sodium borohydride), NCC1=NC=CC=C1 (2-(aminomethyl)pyridine). Procedure details: 6-(6-Methoxypyridin-3-ylamino)-5-(2-methyl-9-(tetrahydro-2H-pyran-2-yl)-9H-purin-6-yl)nicotinaldehyde (73.8 mg, 0.166 mmol) was suspended in CH2Cl2 (1.5 mL) and EtOH (1.5 mL), and 2-(aminomethyl)pyridine (0.050 mL, 0.49 mmol) and tetraisopropoxytitanium (0.15 ml, 0.51 mmol) were added via syringe. The reaction was stirred under nitrogen at room temperature for 90 min, and then sodium borohydride (26.3 mg, 0.695 mmol) and MeOH (1.0 mL) were added, and stirring was continued. After 70 min, more Me... The solvent is CO (MeOH), CO (MeOH), C(Cl)Cl (DCM), CO (MeOH), CCO (EtOH), C(Cl)Cl (CH2Cl2). Run at time 90 minute. The reagents and catalysts are C(C)(C)O[Ti](OC(C)C)(OC(C)C)OC(C)C (tetraisopropoxytitanium). RXN SMILES: [CH3:1][O:2][C:3]1[N:8]=[CH:7][C:6]([NH:9][C:10]2[C:17]([C:18]3[N:26]=[C:25]([CH3:27])[N:24]=[C:23]4[C:19]=3[N:20]=[CH:21][N:22]4C3CCCCO3)=[CH:16][C:13]([CH:14]=O)=[CH:12][N:11]=2)=[CH:5][CH:4]=1.[NH2:34][CH2:35][C:36]1[CH:41]=[CH:40][CH:39]=[CH:38][N:37]=1.[BH4-].[Na+].Cl.C(O)(C(F)(F)F)=O>C(Cl)Cl.CCO.CO.C(O[Ti](OC(C)C)(OC(C)C)OC(C)C)(C)C>[CH3:1][O:2][C:3]1[N:8]=[CH:7][C:6]([NH:9][C:10]2[C:17]([C:18]3[N:26]=[C:25]([CH3:27])[N:24]=[C:23]4[C:19]=3[N:20]=[CH:21][NH:22]4)=[CH:16][C:13]([CH2:14][NH:34][CH2:35][C:36]3[CH:41]=[CH:40][CH:39]=[CH:38][N:37]=3)=[CH:12][N:11]=2)=[CH:5][CH:4]=1 |f:2.3|. The yield is 69.2%. Yields the product COC1=CC=C(C=N1)NC1=NC=C(C=C1C1=C2N=CNC2=NC(=N1)C)CNCC1=NC=CC=C1 (N-(6-methoxypyridin-3-yl)-3-(2-methyl-9H-purin-6-yl)-5-((pyridin-2-ylmethylamino)methyl)pyridin-2-amine). Reactants: C(C)OCC (Diethyl ether), C1(=CC=CC=C1)C1(CC2=CC=CC=C2C1)O (2-phenyl-2-hydroxy-2,3-dihydro-1H-indene), Cl (hydrochloric acid). Solvent: O (water), C1CCOC1 (THF), O (water). Reaction conditions: time 3 day. Product: C1(=CC=CC=C1)C=1CC2=CC=CC=C2C1 (2-phenyl-1H-indene). The yield is 88.9%. RXN SMILES: [C:1]1([C:7]2(O)[CH2:15][C:14]3[C:9](=[CH:10][CH:11]=[CH:12][CH:13]=3)[CH2:8]2)[CH:6]=[CH:5][CH:4]=[CH:3][CH:2]=1.Cl.C(OCC)C>C1COCC1.O>[C:1]1([C:7]2[CH2:15][C:14]3[C:9]([CH:8]=2)=[CH:10][CH:11]=[CH:12][CH:13]=3)[CH:2]=[CH:3][CH:4]=[CH:5][CH:6]=1. Procedure: To a solution of 2-phenyl-2-hydroxy-2,3-dihydro-1H-indene (6.88 g, 32.76 mmol) in THF (200 mL) was added a solution of concentrated hydrochloric acid (40 mL) in water (60 mL). The solution was stirred at room temperature for 3 day. Diethyl ether (200 mL) and water added. Aqueous layer was extracted with diethyl ether (3* 200 mL). All etheral layers were combined, washed with water (50 mL), brine (50 mL), dried over anhydrous magnesium sulphate, and concentrated to yield 5.60 g (92%) of 2-phenyl-...